Task: describe an organic reaction: reactants, conditions, products, and yield. Dataset: the Open Reaction Database (ORD), a public repository of structured organic reaction records Yields the product O=C1N(c2ccc(OC(F)(F)F)cc2)CCC12CCN(S(=O)(=O)c1cnccc1Cl)CC2. As a reaction SMILES: [Cl:23][c:24]1[c:25]([S:30](=[O:31])(=[O:32])[Cl:33])[cH:26][n:27][cH:28][cH:29]1.[F:1][C:2]([O:3][c:4]1[cH:5][cH:6][c:7]([N:10]2[C:11](=[O:20])[C:12]3([CH2:13][CH2:14]2)[CH2:15][CH2:16][NH:17][CH2:18][CH2:19]3)[cH:8][cH:9]1)([F:21])[F:22]>>[F:1][C:2]([O:3][c:4]1[cH:5][cH:6][c:7]([N:10]2[C:11](=[O:20])[C:12]3([CH2:13][CH2:14]2)[CH2:15][CH2:16][N:17]([S:30]([c:25]2[c:24]([Cl:23])[cH:29][cH:28][n:27][cH:26]2)(=[O:31])=[O:32])[CH2:18][CH2:19]3)[cH:8][cH:9]1)([F:21])[F:22]. Starting materials: O=S(=O)(Cl)c1cnccc1Cl, O=C1N(c2ccc(OC(F)(F)F)cc2)CCC12CCNCC2. Starting materials: C1(CCCC1)CC(C1=CC=C(C=C1)S(=O)(=O)C)C1=CC=2C(=NC=C(C2)C(=O)O)N1 (2-[2-cyclopentyl-1-(4-methanesulfonyl-phenyl)-ethyl]-1H-pyrrolo[2,3-b]pyridin-5-carboxylic acid), C(C)(C)(C)N (tert-butylamine), CN1CCOCC1 (N-methylmorpholine), O.ON1N=NC2=C1C=CC=C2 (1-hydroxybenzotriazole hydrate), Cl.CN(CCCN=C=NCC)C (N-(3-dimethylaminopropyl)-N′-ethylcarbodiimide hydrochloride). The solvent is ClCCl (dichloromethane), CN(C=O)C (N,N-dimethylformamide), C(C)(=O)OCC (ethyl acetate). Reaction conditions: time 14 hour. The product is C(C)(C)(C)NC(=O)C=1C=C2C(=NC1)NC(=C2)C(CC2CCCC2)C2=CC=C(C=C2)S(=O)(=O)C (2-[2-cyclopentyl-1-(4-methanesulfonyl-phenyl)-ethyl]-1H-pyrrolo[2,3-b]pyridin-5-carboxylic acid tert-butylamide). The yield is 103.2%. As a reaction SMILES: [CH:1]1([CH2:6][CH:7]([C:18]2[NH:29][C:21]3=[N:22][CH:23]=[C:24]([C:26](O)=[O:27])[CH:25]=[C:20]3[CH:19]=2)[C:8]2[CH:13]=[CH:12][C:11]([S:14]([CH3:17])(=[O:16])=[O:15])=[CH:10][CH:9]=2)[CH2:5][CH2:4][CH2:3][CH2:2]1.[C:30]([NH2:34])([CH3:33])([CH3:32])[CH3:31].CN1CCOCC1.O.ON1C2C=CC=CC=2N=N1.Cl.CN(C)CCCN=C=NCC>ClCCl.CN(C)C=O.C(OCC)(=O)C>[C:30]([NH:34][C:26]([C:24]1[CH:25]=[C:20]2[CH:19]=[C:18]([CH:7]([C:8]3[CH:13]=[CH:12][C:11]([S:14]([CH3:17])(=[O:15])=[O:16])=[CH:10][CH:9]=3)[CH2:6][CH:1]3[CH2:5][CH2:4][CH2:3][CH2:2]3)[NH:29][C:21]2=[N:22][CH:23]=1)=[O:27])([CH3:33])([CH3:32])[CH3:31] |f:3.4,5.6|. Procedure details: To a solution of 2-[2-cyclopentyl-1-(4-methanesulfonyl-phenyl)-ethyl]-1H-pyrrolo[2,3-b]pyridin-5-carboxylic acid (prepared as in Example 3, 240 mg, 0.58 mmol) and tert-butylamine (122 μL, 1.16 mmol) in dichloromethane (4 mL), N,N-dimethylformamide (500 μL) and N-methylmorpholine (160 μL, 1.55 mmol) was added 1-hydroxybenzotriazole hydrate (132 mg, 0.97 mmol) followed by N-(3-dimethylaminopropyl)-N′-ethylcarbodiimide hydrochloride (186 mg, 0.97 mmol) in one portion at room temperature. The result... Reactants: CCOC(=O)CSc1nc(OC)cc(OC)n1, [Li]CCCC, CCC(C)=O, CCCCCC, CN(C)CCN(C)C, C1CCOC1. Product: CCOC(=O)C(Sc1nc(OC)cc(OC)n1)C(C)(O)CC. As a reaction SMILES: [CH2:14]([CH3:15])[O:16][C:17]([CH2:18][S:19][c:20]1[n:21][c:22]([O:28][CH3:29])[cH:23][c:24]([O:26][CH3:27])[n:25]1)=[O:30].[CH2:1]([Li:2])[CH2:3][CH2:4][CH3:5].[CH3:31][C:32](=[O:33])[CH2:34][CH3:35].[CH3:36][CH2:37][CH2:38][CH2:39][CH2:40][CH3:41].[CH3:6][N:7]([CH2:8][CH2:9][N:10]([CH3:11])[CH3:12])[CH3:13].[O:42]1[CH2:43][CH2:44][CH2:45][CH2:46]1>>[CH2:14]([CH3:15])[O:16][C:17]([CH:18]([S:19][c:20]1[n:21][c:22]([O:28][CH3:29])[cH:23][c:24]([O:26][CH3:27])[n:25]1)[C:32]([CH3:31])([OH:33])[CH2:34][CH3:35])=[O:30].